Dataset: the Open Reaction Database (ORD), a public repository of structured organic reaction records. Task: describe an organic reaction: reactants, conditions, products, and yield Starting materials: NN1C(C2=CC=CC=C2C(=N1)C)=O (2-amino-4-methylphthalazin-1(2H)-one), FC=1C=C(C=C(C1)F)CC(=O)O (2-(3,5-difluorophenyl)acetic acid). The product is FC=1C=C(C=C(C1)F)CC(=O)NN1C(C2=CC=CC=C2C(=N1)C)=O (2-(3,5-difluorophenyl)-N-(4-methyl-1-oxophthalazin-2(1H)-yl)acetamide). Reaction SMILES: [NH2:1][N:2]1[N:11]=[C:10]([CH3:12])[C:9]2[C:4](=[CH:5][CH:6]=[CH:7][CH:8]=2)[C:3]1=[O:13].[F:14][C:15]1[CH:16]=[C:17]([CH2:22][C:23](O)=[O:24])[CH:18]=[C:19]([F:21])[CH:20]=1>>[F:14][C:15]1[CH:16]=[C:17]([CH2:22][C:23]([NH:1][N:2]2[N:11]=[C:10]([CH3:12])[C:9]3[C:4](=[CH:5][CH:6]=[CH:7][CH:8]=3)[C:3]2=[O:13])=[O:24])[CH:18]=[C:19]([F:21])[CH:20]=1. Procedure: The product from Example 28A and 2-(3,5-difluorophenyl)acetic acid were processed using a method similar to that described in Example 17C to afford the title compound. 1H NMR (500 MHz, DMSO-d6) δ ppm 11.58-11.61 (m, 1H), 8.32 (d, J=7.9 Hz, 1H), 8.00-8.02 (m, 2H), 7.90-7.93 (m, 1H), 7.09-7.21 (m, 2H), 7.02-7.05 (m, 1H), 3.74 (s, 2H), 2.55 (s, 3H); MS (ESI) m/z 330 (M+H)+. Reactants: CC(C)(C)[Si](C)(C)OCC(CSCC1CC1)N=CC(F)(F)Oc1ccc(F)cc1, C1CCOC1, CCOCC, [Li]CCCC, Fc1ccc(Br)cc1. Product: CC(C)(C)[Si](C)(C)OCC(CSCC1CC1)NC(c1ccc(F)cc1)C(F)(F)Oc1ccc(F)cc1. Reaction SMILES: [C:14]([CH3:15])([CH3:16])([CH3:17])[Si:18]([O:19][CH2:20][CH:21]([CH2:22][S:23][CH2:24][CH:25]1[CH2:26][CH2:27]1)[N:28]=[CH:29][C:30]([O:31][c:32]1[cH:33][cH:34][c:35]([F:38])[cH:36][cH:37]1)([F:39])[F:40])([CH3:41])[CH3:42].[CH2:43]1[O:44][CH2:45][CH2:46][CH2:47]1.[CH2:48]([O:49][CH2:50][CH3:51])[CH3:52].[CH3:9][CH2:10][CH2:11][CH2:12][Li:13].[F:1][c:2]1[cH:3][cH:4][c:5]([Br:8])[cH:6][cH:7]1>>[F:1][c:2]1[cH:3][cH:4][c:5]([CH:29]([NH:28][CH:21]([CH2:20][O:19][Si:18]([C:14]([CH3:15])([CH3:16])[CH3:17])([CH3:41])[CH3:42])[CH2:22][S:23][CH2:24][CH:25]2[CH2:26][CH2:27]2)[C:30]([O:31][c:32]2[cH:33][cH:34][c:35]([F:38])[cH:36][cH:37]2)([F:39])[F:40])[cH:6][cH:7]1.